This data is from the Open Reaction Database (ORD), a public repository of structured organic reaction records. The task is: describe an organic reaction: reactants, conditions, products, and yield Starting materials: C(C)(=O)O (Acetic acid), ClC1=C(C=C(C(=C1)Cl)F)C=1OC2=C(C(=CC(=C2C(C1)=O)O)O)[C@H]1[C@@H](N(CC1)C)CO ((+)-trans-2-(2,4-Dichloro-5-fluoro-phenyl)-5,7-dihydroxy-8-(2-hydroxymethyl-1-methyl-pyrrolidin-3-yl)-chromen-4-one). Run in CO (methanol). Conditions: temperature 52.5 celsius, time 5 minute. Product: C(C)(=O)O.ClC1=C(C=C(C(=C1)Cl)F)C=1OC2=C(C(=CC(=C2C(C1)=O)O)O)[C@H]1[C@@H](N(CC1)C)CO ((+)-trans-2-(2,4-Dichloro-5-fluoro-phenyl)-5,7-dihydroxy-8-(2-hydroxymethyl-1-methyl-pyrrolidin-3-yl)-chromen-4-one acetate). Reaction SMILES: [C:1]([OH:4])(=[O:3])[CH3:2].[Cl:5][C:6]1[CH:11]=[C:10]([Cl:12])[C:9]([F:13])=[CH:8][C:7]=1[C:14]1[O:15][C:16]2[C:21]([C:22](=[O:24])[CH:23]=1)=[C:20]([OH:25])[CH:19]=[C:18]([OH:26])[C:17]=2[C@@H:27]1[CH2:31][CH2:30][N:29]([CH3:32])[C@H:28]1[CH2:33][OH:34]>CO>[C:1]([OH:4])(=[O:3])[CH3:2].[Cl:5][C:6]1[CH:11]=[C:10]([Cl:12])[C:9]([F:13])=[CH:8][C:7]=1[C:14]1[O:15][C:16]2[C:21]([C:22](=[O:24])[CH:23]=1)=[C:20]([OH:25])[CH:19]=[C:18]([OH:26])[C:17]=2[C@@H:27]1[CH2:31][CH2:30][N:29]([CH3:32])[C@H:28]1[CH2:33][OH:34] |f:3.4|. Procedure: Acetic acid (0.0068 g, 0.11 mmol) was added to the suspension of compound of example 47 (0.05 g, 0.11 mmol) in methanol (2 mL). It was stirred for 5 min. at 50-55° C. to get clear solution. The reaction mixture was concentrated and solid was dried to obtain the title compound.